This data is from the Open Reaction Database (ORD), a public repository of structured organic reaction records. The task is: describe an organic reaction: reactants, conditions, products, and yield Reactants: CC[SiH](CC)CC, ClCCl, COc1cc2c(cc1C(O)c1coc(C=O)c1)C(C)(C)CCC2(C)C, O=C(O)C(F)(F)F. Yields the product COc1cc2c(cc1Cc1coc(C=O)c1)C(C)(C)CCC2(C)C. RXN SMILES: [CH2:26]([SiH:27]([CH2:28][CH3:29])[CH2:30][CH3:31])[CH3:32].[CH2:40]([Cl:41])[Cl:42].[OH:1][CH:2]([c:3]1[cH:4][c:5]([CH:8]=[O:9])[o:6][cH:7]1)[c:10]1[cH:11][c:12]2[c:17]([cH:18][c:19]1[O:20][CH3:21])[C:16]([CH3:22])([CH3:23])[CH2:15][CH2:14][C:13]2([CH3:24])[CH3:25].[OH:33][C:34]([C:35]([F:36])([F:37])[F:38])=[O:39]>>[CH2:2]([c:3]1[cH:4][c:5]([CH:8]=[O:9])[o:6][cH:7]1)[c:10]1[cH:11][c:12]2[c:17]([cH:18][c:19]1[O:20][CH3:21])[C:16]([CH3:22])([CH3:23])[CH2:15][CH2:14][C:13]2([CH3:24])[CH3:25]. Reactants: COc1cnc(S(C)(=O)=O)nc1-c1ccc(CCC(C)(C)O)s1, CC1(C)CC(N)CC(C)(C)N1, CO, CCN(C(C)C)C(C)C. The product is COc1cnc(NC2CC(C)(C)NC(C)(C)C2)nc1-c1ccc(CCC(C)(C)O)s1. RXN SMILES: [CH3:1][S:2](=[O:3])(=[O:4])[c:5]1[n:6][cH:7][c:8]([O:22][CH3:23])[c:9](-[c:11]2[cH:12][cH:13][c:14]([CH2:16][CH2:17][C:18]([CH3:19])([OH:20])[CH3:21])[s:15]2)[n:10]1.[CH3:24][C:25]1([CH3:34])[NH:26][C:27]([CH3:32])([CH3:33])[CH2:28][CH:29]([NH2:31])[CH2:30]1.[CH3:44][OH:45].[CH:35]([N:36]([CH2:37][CH3:38])[CH:39]([CH3:40])[CH3:41])([CH3:42])[CH3:43]>>[c:5]1([NH:31][CH:29]2[CH2:28][C:27]([CH3:32])([CH3:33])[NH:26][C:25]([CH3:24])([CH3:34])[CH2:30]2)[n:6][cH:7][c:8]([O:22][CH3:23])[c:9](-[c:11]2[cH:12][cH:13][c:14]([CH2:16][CH2:17][C:18]([CH3:19])([OH:20])[CH3:21])[s:15]2)[n:10]1. The reactants are ClCC1=[N+](C=C(C(=O)OC)C=C1)[O-] (methyl 6-(chloromethyl)nicotinate N-oxide), CC1=NC=C(C(=O)OC)C=C1 (Methyl 6-methylnicotinate), ClC=1C=C(C(=O)OO)C=CC1 (3-Chloroperoxybenzoic acid), C(=O)(O)[O-].[Na+] (NaHCO3), C1(=CC=C(C=C1)S(=O)(=O)Cl)C (p-toluenesulfonyl chloride). Run in O1CCOCC1 (dioxane), ClCCl (dichloromethane). Reaction conditions: time 3 hour. Yields the product ClCC1=NC=C(C(=O)OC)C=C1 (methyl 6-(chloromethyl)nicotinate). The yield is 60.3%. RXN SMILES: CC1C=CC(C(OC)=O)=CN=1.ClC1C=C(C=CC=1)C(OO)=O.C([O-])(O)=O.[Na+].[Cl:28][CH2:29][C:30]1[CH:39]=[CH:38][C:33]([C:34]([O:36][CH3:37])=[O:35])=[CH:32][N+:31]=1[O-].C1(C)C=CC(S(Cl)(=O)=O)=CC=1>ClCCl.O1CCOCC1>[Cl:28][CH2:29][C:30]1[CH:39]=[CH:38][C:33]([C:34]([O:36][CH3:37])=[O:35])=[CH:32][N:31]=1 |f:2.3|. Reported procedure: Methyl 6-methylnicotinate (10 g, 66.2 mmol) was dissolved in dichloromethane (150 ml). 3-Chloroperoxybenzoic acid (17 g, 112 mmol) was added and the mixture was stirred for 3 hours at room temperature. Saturated NaHCO3 solution (200 ml) was added and the mixture was stirred for an additional hour. The dichloromethane layer was separated and the aqueous layer was extracted with dichloromethane (2×100 ml). The combined dichloromethane layers were washed with saturated NaHCO3 (aq) (100 ml), brine (... Reactants: [H-].[Na+] (sodium hydride), oil, C(CC)(N)=NO (propionamidoxime), C1(=CC=CC=C1)C(N1C=NCC(C1)C(=O)OC)(C1=CC=CC=C1)C1=CC=CC=C1 (1-Triphenylmethyl-1,4,5,6-tetrahydro-5-methoxycarbonylpyrimidine). The solvent is C1CCOC1 (THF), C1CCOC1 (THF). Reaction conditions: temperature 0 celsius, time 18 hour. Product: C1(=CC=CC=C1)C(N1C=NCC(C1)C1=NC(=NO1)CC)(C1=CC=CC=C1)C1=CC=CC=C1 (1-triphenylmethyl-1,4,5,6-tetrahydro-5-(3-ethyl-1,2,4-oxadiazol-5-yl)pyrimidine). Isolated yield 71.0%. Reaction SMILES: [H-].[Na+].[C:3](=[N:7][OH:8])([NH2:6])[CH2:4][CH3:5].[C:9]1([C:15]([C:32]2[CH:37]=[CH:36][CH:35]=[CH:34][CH:33]=2)([C:26]2[CH:31]=[CH:30][CH:29]=[CH:28][CH:27]=2)[N:16]2[CH2:21][CH:20]([C:22](OC)=O)[CH2:19][N:18]=[CH:17]2)[CH:14]=[CH:13][CH:12]=[CH:11][CH:10]=1>C1COCC1>[C:32]1([C:15]([C:9]2[CH:10]=[CH:11][CH:12]=[CH:13][CH:14]=2)([C:26]2[CH:27]=[CH:28][CH:29]=[CH:30][CH:31]=2)[N:16]2[CH2:21][CH:20]([C:22]3[O:8][N:7]=[C:3]([CH2:4][CH3:5])[N:6]=3)[CH2:19][N:18]=[CH:17]2)[CH:37]=[CH:36][CH:35]=[CH:34][CH:33]=1 |f:0.1|. Procedure: Prepared by a procedure similar to Example 9, where sodium hydride (60% dispersion in mineral oil 56 mg, 1.4 mmol) and propionamidoxime (123 mg, 1.4 mmol) were suspended in dry THF in an oven dried round bottom flask with stirring under nitrogen at 0° C. After 15 minutes stirring the ice bath was removed and the grey suspension refluxed 45 minutes to give a white suspension. 1-Triphenylmethyl-1,4,5,6-tetrahydro-5-methoxycarbonylpyrimidine (540 mg, 1.4 mmol) was added, dissolved in dry THF and re...